From a dataset of the Open Reaction Database (ORD), a public repository of structured organic reaction records. describe an organic reaction: reactants, conditions, products, and yield The reactants are CC=1[N+](=CC2=CC=CC(=C2C1)[N+](=O)[O-])[O-] (3-methyl-5-nitro-isoquinoline-2-oxide), P(=O)(Cl)(Cl)Cl (phosphorus oxychloride), crude product. Reaction conditions: temperature 20 celsius, time 1 hour. The product is ClC1=NC(=CC2=C(C=CC=C12)[N+](=O)[O-])C (1-chloro-3-methyl-5-nitro-isoquinoline). As a reaction SMILES: [CH3:1][C:2]1[N+:3]([O-])=[CH:4][C:5]2[C:10]([CH:11]=1)=[C:9]([N+:12]([O-:14])=[O:13])[CH:8]=[CH:7][CH:6]=2.P(Cl)(Cl)([Cl:18])=O>>[Cl:18][C:4]1[C:5]2[C:10](=[C:9]([N+:12]([O-:14])=[O:13])[CH:8]=[CH:7][CH:6]=2)[CH:11]=[C:2]([CH3:1])[N:3]=1. Procedure: 3-methyl-5-nitro-isoquinoline-2-oxide (12 g) was added to phosphorus oxychloride (60 ml) and the mixture was refluxed with stirring for 1 hour, and then allowed to cool to room temperature (20°C). The reaction mixture was then poured onto ice, and the crude product, weighing 6.2 g, was isolated by filtration. This product was then recrystallized twice from acetone to yield 1-chloro-3-methyl-5-nitro-isoquinoline melting at 112°C.